Dataset: the Open Reaction Database (ORD), a public repository of structured organic reaction records. Task: describe an organic reaction: reactants, conditions, products, and yield Reactants: CCCC[N+](CCCC)(CCCC)CCCC.[F-] (TBAF), C(C)(C)(C)[SiH2]OC(C1=CC=2N(C=C1)N=C(C2C=2C(NC(C2C2=CNC1=C(C=CC=C21)C)=O)=O)C)(C2=CC=CC=C2)C2=CC=CC=C2 (3-[5-(tert-Butyl-diphenyl-silanyloxymethyl)-2-methyl-pyrazolo[1,5-a]pyridin-3-yl]-4-(7-methyl-1H-indol-3-yl)-pyrrole-2,5-dione). The solvent is C1CCOC1 (THF). Conditions: time 1 hour. Product: OCC1=CC=2N(C=C1)N=C(C2C=2C(NC(C2C2=CNC1=C(C=CC=C21)C)=O)=O)C (3-(5-Hydroxymethyl-2-methyl-pyrazolo[1,5-a]pyridin-3-yl)-4-(7-methyl-1H-indol-3-yl)-pyrrole-2,5-dione). Yield: 84.0%. RXN SMILES: CCCC[N+](CCCC)(CCCC)CCCC.[F-].C([SiH2][O:24][C:25](C1C=CC=CC=1)(C1C=CC=CC=1)[C:26]1[CH:31]=[CH:30][N:29]2[N:32]=[C:33]([CH3:52])[C:34]([C:35]3[C:36](=[O:51])[NH:37][C:38](=[O:50])[C:39]=3[C:40]3[C:48]4[C:43](=[C:44]([CH3:49])[CH:45]=[CH:46][CH:47]=4)[NH:42][CH:41]=3)=[C:28]2[CH:27]=1)(C)(C)C>C1COCC1>[OH:24][CH2:25][C:26]1[CH:31]=[CH:30][N:29]2[N:32]=[C:33]([CH3:52])[C:34]([C:35]3[C:36](=[O:51])[NH:37][C:38](=[O:50])[C:39]=3[C:40]3[C:48]4[C:43](=[C:44]([CH3:49])[CH:45]=[CH:46][CH:47]=4)[NH:42][CH:41]=3)=[C:28]2[CH:27]=1 |f:0.1|. Reported procedure: TBAF (1.0 M in THF, 1.4 ml, 1.4 mmol, 1.1 equiv) is added to a solution of 3-[5-(tert-Butyl-diphenyl-silanyloxymethyl)-2-methyl-pyrazolo[1,5-a]pyridin-3-yl]-4-(7-methyl-1H-indol-3-yl)-pyrrole-2,5-dione in THF (10 ml). The reaction mixture is stirred for 1 hour at room temperature. The solvent is removed in vacuo, and the residue is purified by flash chromatography (gradient of hexane/EtOAc 100:0 to 20:80) to afford the title compound (400 mg, 84%). 1H NMR (400 MHz, d6-DMSO): δ=11.85 (br s, 1H), ... Reactants: OC(CCC=1N=C(OC1C)C1=CC=CC=C1)C1=CC=C(CC2C(NC(O2)=O)=O)C=C1 (5-[4-[1-hydroxy-3-(5-methyl-2-phenyl-4-oxazolyl)propyl]benzyl]-2,4-oxazolidinedione), O.C1(=CC=C(C=C1)S(=O)(=O)O)C (p-toluenesulfonic acid monohydrate). Solvent: C1(=CC=CC=C1)C (toluene). Run at time 2 hour. The product is CC1=C(N=C(O1)C1=CC=CC=C1)CC=CC1=CC=C(CC2C(NC(O2)=O)=O)C=C1 (5-[4-[3-(5-methyl-2-phenyl-4-oxazolyl)-1-propenyl]benzyl]-2,4-oxazolidinedione). Isolated yield 69.8%. Reaction SMILES: O[CH:2]([C:17]1[CH:30]=[CH:29][C:20]([CH2:21][CH:22]2[O:26][C:25](=[O:27])[NH:24][C:23]2=[O:28])=[CH:19][CH:18]=1)[CH2:3][CH2:4][C:5]1[N:6]=[C:7]([C:11]2[CH:16]=[CH:15][CH:14]=[CH:13][CH:12]=2)[O:8][C:9]=1[CH3:10].O.C1(C)C=CC(S(O)(=O)=O)=CC=1>C1(C)C=CC=CC=1>[CH3:10][C:9]1[O:8][C:7]([C:11]2[CH:16]=[CH:15][CH:14]=[CH:13][CH:12]=2)=[N:6][C:5]=1[CH2:4][CH:3]=[CH:2][C:17]1[CH:18]=[CH:19][C:20]([CH2:21][CH:22]2[O:26][C:25](=[O:27])[NH:24][C:23]2=[O:28])=[CH:29][CH:30]=1 |f:1.2|. Reported procedure: A mixture of 5-[4-[1-hydroxy-3-(5-methyl-2-phenyl-4-oxazolyl)propyl]benzyl]-2,4-oxazolidinedione (0.21 g), p-toluenesulfonic acid monohydrate (p-TsOH.H2O) (0.1 g) and toluene (40 ml) was stirred under refluxing conditions for 2 hours. The reaction mixture was washed with an aqueous solution of sodium hydrogen carbonate and water, dried (MgSO4) and then concentrated under reduced pressure. The residue was purified by silica gel column chromatography. From the fraction eluted with chloroform-metha...